The task is: describe an organic reaction: reactants, conditions, products, and yield. This data is from the Open Reaction Database (ORD), a public repository of structured organic reaction records. Starting materials: NC1=CC=C(OC2=CC3=C(NC(=N3)NC(OC)=O)C=C2)C=C1 (methyl (5-(4-aminophenoxy)-1H-benzimidazol-2-yl)carbamate), NC1=CC=C(OC2=CC3=C(NC(=N3)NC(OC)=O)C=C2)C=C1 (methyl (5-(4-aminophenoxy)-1H-benzimidazol-2-yl)carbamate), CO (MeOH). Reagents/catalysts: [Pd] (Pd—C). The product is C1(=CC=CC=C1)N=C=O (phenyl isocyanate). The yield is 17.0%. As a reaction SMILES: NC1C=CC(O[C:7]2[CH:20]=[CH:19][C:10]3N[C:12](NC(=O)OC)=[N:13][C:9]=3[CH:8]=2)=CC=1.C[OH:24]>[Pd]>[C:9]1([N:13]=[C:12]=[O:24])[CH:10]=[CH:19][CH:20]=[CH:7][CH:8]=1. Reported procedure: N-(5-(2-Nitro-5-pyridyloxy)-1H-benzimidazol-2-yl)acetamide (Intermediate 7) was hydrogenated under an H2 atmosphere with Pd—C (10%) in MeOH. After the reaction was complete, the solid was filtered off, and the filtrate was evaporated to give intermediate 8 (47 mg, 17%): 1H NMR (DMSO-d6) δ 11.56 (brs, 1H) 7.51 (d, 1H), 7.32 (d, 1H), 7.05 (dd, 1H), 6.97 (d, 1H), 6.74 (dd, 1H), 6.70 (d, 1H), 5.02 (br s, 2H), 3.74 (s, 3H), 7.08 (d, 2H), 6.84 (d, 1H), 6.61 (d, 1H), 3.75 (s, 3H); MS m/e 284 (M+1). Reactants: O=S(=O)(Cl)c1ccc(Cl)s1, ClCCl, COc1cccc2c1c(N)nn2C(=O)OC(C)(C)C, c1ccncc1. The product is COc1cccc2c1c(NS(=O)(=O)c1ccc(Cl)s1)nn2C(=O)OC(C)(C)C. RXN SMILES: [Cl:20][c:21]1[cH:22][cH:23][c:24]([S:26](=[O:27])(=[O:28])[Cl:29])[s:25]1.[Cl:36][CH2:37][Cl:38].[NH2:1][c:2]1[n:3][n:4]([C:13](=[O:14])[O:15][C:16]([CH3:17])([CH3:18])[CH3:19])[c:5]2[cH:6][cH:7][cH:8][c:9]([O:11][CH3:12])[c:10]12.[cH:30]1[cH:31][cH:32][n:33][cH:34][cH:35]1>>[NH:1]([c:2]1[n:3][n:4]([C:13](=[O:14])[O:15][C:16]([CH3:17])([CH3:18])[CH3:19])[c:5]2[cH:6][cH:7][cH:8][c:9]([O:11][CH3:12])[c:10]12)[S:26]([c:24]1[cH:23][cH:22][c:21]([Cl:20])[s:25]1)(=[O:27])=[O:28]. The reactants are C[C@@]1(O[C@H]1CCC)CO ((2R,3S)-2-Methyl-3-propyloxiranemethanol), [Si](C)(C)(C(C)(C)C)OS(=O)(=O)C(F)(F)F (TBSOTf), CCN(C(C)C)C(C)C (DIPEA), [Si](C)(C)(C(C)(C)C)O[C@@H]([C@H](C=O)C)CCC ((2R,3R)-3-[t-Butyldimethylsilyloxy)-2-methylhexanal). Yields the product [Si](C)(C)(C(C)(C)C)O[C@H]([C@@H](C=O)C)CCC ((2S,3S)-3-(t-Butyldimethylsilyloxy)-2-methylhexanal). RXN SMILES: C[C@@]1(CO)[C@H](CCC)O1.[Si](OS(C(F)(F)F)(=O)=O)(C(C)(C)C)(C)C.CCN(C(C)C)C(C)C.[Si:34]([O:41][C@H:42]([CH2:47][CH2:48][CH3:49])[C@@H:43]([CH3:46])[CH:44]=[O:45])([C:37]([CH3:40])([CH3:39])[CH3:38])([CH3:36])[CH3:35]>>[Si:34]([O:41][C@@H:42]([CH2:47][CH2:48][CH3:49])[C@H:43]([CH3:46])[CH:44]=[O:45])([C:37]([CH3:40])([CH3:39])[CH3:38])([CH3:35])[CH3:36]. Procedure: Epoxy alcohol 13, 1.25 eq TBSOTf, and 1.30 eq DIPEA were reacted as in the preparation of 16 to give the crude aldehyde 14 in 95% +yield. 1H NMR, 13C NMR, IR, and high resolution MS are identical to 16. [δ]D=+19.3° (c=1.10, CH2Cl2). 1H NMR integration of δ 9.67 and the contaminating diastereromer at δ 9.71 indicated a >50:1 ratio. The reactants are P(OCC)(OCC)(=S)SCSC(C)(C)C (O,O-diethyl S-(tert-butylthio)methyl phosphorodithioate), C(Cl)Cl.C(Cl)(Cl)(Cl)Cl (CH2Cl2 CCl4), thirteen, C(Cl)Cl.C(Cl)(Cl)(Cl)Cl (CH2Cl2 CCl4), C(Cl)Cl.C(Cl)(Cl)(Cl)Cl (CH2Cl2 CCl4), [O-][Si](=O)[O-].[Mg+2] (Florisil), C(Cl)Cl.C(Cl)(Cl)(Cl)Cl (CH2Cl2 CCl4), S(=O)(=O)([O-])[O-].[Mg+2] (magnesium sulfate), C(C)(C)(C)O (tert-butyl alcohol), C(Cl)Cl.C(Cl)(Cl)(Cl)Cl (CH2Cl2 CCl4), [Mn](=O)(=O)(=O)[O-].[K+] (potassium permanganate), C(Cl)Cl.C(Cl)(Cl)(Cl)Cl (CH2Cl2 CCl4). The solvent is C(Cl)Cl (CH2Cl2), CO (CH3OH), C(Cl)(Cl)(Cl)Cl (CCl4), C(Cl)(Cl)(Cl)Cl (carbon tetrachloride), C(Cl)Cl (CH2Cl2), CO (CH3OH), O (water), C(Cl)Cl (CH2Cl2). Run at time 8 hour. Yields the product P(OCC)(OCC)(=S)SCS(=O)(=O)C(C)(C)C (O,O-diethyl S-(tert-butylsulfonyl)methyl Phosphorodithioate). RXN SMILES: [P:1]([S:9][CH2:10]SC(C)(C)C)(=[S:8])([O:5][CH2:6][CH3:7])[O:2][CH2:3][CH3:4].[S:16]([O-:20])([O-])(=O)=[O:17].[Mg+2].[Mn]([O-])(=O)(=O)=O.[K+].[O-][Si]([O-])=O.[Mg+2].C(Cl)Cl.C(Cl)(Cl)(Cl)Cl.[C:41](O)([CH3:44])([CH3:43])[CH3:42]>C(Cl)(Cl)(Cl)Cl.CO.C(Cl)Cl.O>[P:1]([S:9][CH2:10][S:16]([C:41]([CH3:44])([CH3:43])[CH3:42])(=[O:20])=[O:17])(=[S:8])([O:5][CH2:6][CH3:7])[O:2][CH2:3][CH3:4] |f:1.2,3.4,5.6,7.8|. Procedure: To O,O-diethyl S-(tert-butylthio)methyl phosphorodithioate (28.8 grams, 0.10 mole, ca. 94% pure) in 100 ml. of tert-butyl alcohol is added a solution of magnesium sulfate (12.0 grams, 0.100 mole, 50% excess) in 100 ml. of water. Solid potassium permanganate (21.1 grams, 0.133 mole) is added in portions to the stirred mixture during one hour; the temperature of the mildly exothermic reaction is maintained at 25° to 35°C. with external cooling. The reaction mixture is stirred at room temperature o...